This data is from the Open Reaction Database (ORD), a public repository of structured organic reaction records. The task is: describe an organic reaction: reactants, conditions, products, and yield Reactants: S(=S)(=O)([O-])[O-].[Na+].[Na+] (sodium thiosulfate), C(CCC)OCCOC1=CC=C(C=C1)C=1C=CC2=C(C=C(CCCN2CCC)C(=O)NC2=CC=C(C=C2)SCC2=NN=CN2CCC)C1 (8-[4-(2-butoxyethoxy)phenyl]-1-propyl-N-[4-[[(4-propyl-4H-1,2,4-triazol-3-yl)methyl]thio]phenyl]-1,2,3,4-tetrahydro-1-benzazocine-5-carboxamide), ClC1=CC(=CC=C1)C(=O)OO (3-chloro-perbenzoic acid). Run in ClCCl (dichloromethane), ClCCl (dichloromethane). Reaction conditions: temperature -78 celsius, time 1 hour. The product is C(CCC)OCCOC1=CC=C(C=C1)C=1C=CC2=C(C=C(CCCN2CCC)C(=O)NC2=CC=C(C=C2)S(=O)CC2=NN=CN2CCC)C1 (8-[4-(2-butoxyethoxy)phenyl]-1-propyl-N-[4-[[(4-propyl-4H-1,2,4-triazol-3-yl)methyl]sulfinyl] phenyl]-1,2,3,4-tetrahydro-1-benzazocine-5-carboxamide). Isolated yield 80.9%. Reaction SMILES: [CH2:1]([O:5][CH2:6][CH2:7][O:8][C:9]1[CH:14]=[CH:13][C:12]([C:15]2[CH:16]=[CH:17][C:18]3[N:25]([CH2:26][CH2:27][CH3:28])[CH2:24][CH2:23][CH2:22][C:21]([C:29]([NH:31][C:32]4[CH:37]=[CH:36][C:35]([S:38][CH2:39][C:40]5[N:44]([CH2:45][CH2:46][CH3:47])[CH:43]=[N:42][N:41]=5)=[CH:34][CH:33]=4)=[O:30])=[CH:20][C:19]=3[CH:48]=2)=[CH:11][CH:10]=1)[CH2:2][CH2:3][CH3:4].ClC1C=CC=C(C(OO)=[O:57])C=1.S([O-])([O-])(=O)=S.[Na+].[Na+]>ClCCl>[CH2:1]([O:5][CH2:6][CH2:7][O:8][C:9]1[CH:14]=[CH:13][C:12]([C:15]2[CH:16]=[CH:17][C:18]3[N:25]([CH2:26][CH2:27][CH3:28])[CH2:24][CH2:23][CH2:22][C:21]([C:29]([NH:31][C:32]4[CH:33]=[CH:34][C:35]([S:38]([CH2:39][C:40]5[N:44]([CH2:45][CH2:46][CH3:47])[CH:43]=[N:42][N:41]=5)=[O:57])=[CH:36][CH:37]=4)=[O:30])=[CH:20][C:19]=3[CH:48]=2)=[CH:11][CH:10]=1)[CH2:2][CH2:3][CH3:4] |f:2.3.4|. Procedure: To a solution of 8-[4-(2-butoxyethoxy)phenyl]-1-propyl-N-[4-[[(4-propyl-4H-1,2,4-triazol-3-yl)methyl]thio]phenyl]-1,2,3,4-tetrahydro-1-benzazocine-5-carboxamide (0.70 g) in dichloromethane (20 ml) was added dropwise a solution of 3-chloro-perbenzoic acid (70%, 0.39 g) in dichloromethane (10 ml) and the mixture was stirred at −78° C. for 1 hour. To a reaction system was added an aqueous sodium thiosulfate solution, and the mixture was stirred at room temperature for several minutes. The mixture w... Starting materials: ClC1=CC=C(C=C1)P(C1=CC=CC=C1)(C1=CC=C(C=C1)Cl)=S (bis(4-chlorophenyl)phenylphosphine sulfide), C(C)(=O)O (acetic acid). Run in C1(=CC=CC=C1)C (toluene), solution, OO (hydrogen peroxide). Yields the product ClC1=CC=C(C=C1)P(C1=CC=CC=C1)(C1=CC=C(C=C1)Cl)=O (bis(4-chlorophenyl)phenylphosphine oxide). Yield: 92.0%. RXN SMILES: [Cl:1][C:2]1[CH:7]=[CH:6][C:5]([P:8](=S)([C:15]2[CH:20]=[CH:19][C:18]([Cl:21])=[CH:17][CH:16]=2)[C:9]2[CH:14]=[CH:13][CH:12]=[CH:11][CH:10]=2)=[CH:4][CH:3]=1.C(O)(=[O:25])C>C1(C)C=CC=CC=1.OO>[Cl:1][C:2]1[CH:7]=[CH:6][C:5]([P:8](=[O:25])([C:15]2[CH:20]=[CH:19][C:18]([Cl:21])=[CH:17][CH:16]=2)[C:9]2[CH:14]=[CH:13][CH:12]=[CH:11][CH:10]=2)=[CH:4][CH:3]=1. Procedure details: 7.26 g (20 mmol) of bis(4-chlorophenyl)phenylphosphine sulfide, dissolved in 12.5 ml of glacial acetic acid/12.5 ml of toluene, and 0.72 g (21.1 mmol) (1.81 ml of a 35% solution) of hydrogen peroxide gave 6.4 g (92% of theory) of bis(4-chlorophenyl)phenylphosphine oxide after a reaction time of 60 minutes at 50° C. and working-up as in Example 8. Reactants: [Se](=O)=O (selenium dioxide), sulfide, COC=1C=C(C=CC1)CSC=1NC2=C(C=NC=C2)N1 (2-[[(3-Methoxyphenyl)methyl]thio]-1H-imidazo[4,5-c]pyridine), OO (hydrogen peroxide), O (water). Solvent: CO (methanol), CO (methanol). Run at time 8 hour. The product is COC=1C=C(C=CC1)CS(=O)C=1NC2=C(C=NC=C2)N1 (2-[[(3-Methoxyphenyl)methyl]sulfinyl]-1H-imidazo[4,5-c]pyridine). RXN SMILES: [CH3:1][O:2][C:3]1[CH:4]=[C:5]([CH2:9][S:10][C:11]2[NH:12][C:13]3[CH:18]=[CH:17][N:16]=[CH:15][C:14]=3[N:19]=2)[CH:6]=[CH:7][CH:8]=1.[Se](=O)=[O:21].OO.O>CO>[CH3:1][O:2][C:3]1[CH:4]=[C:5]([CH2:9][S:10]([C:11]2[NH:12][C:13]3[CH:18]=[CH:17][N:16]=[CH:15][C:14]=3[N:19]=2)=[O:21])[CH:6]=[CH:7][CH:8]=1. Procedure details: 2-[[(3-Methoxyphenyl)methyl]thio]-1H-imidazo[4,5-c]pyridine (9.88 g, 0.036 mol) was dissolved in 130 mL of methanol by heating. An oxidizing solution was prepared by dissolving 4.0 g (0.036 mol) of selenium dioxide in 150 mL of methanol with heating followed by the addition of 4.07 g (0.036 mol) of 30% hydrogen peroxide and 2.5 mL of water. The oxidizing solution was cooled to room temperature and was added dropwise to the sulfide solution. The reaction mixture was stirred overnight. The precipi... The reactants are C1CCOC1, CCOC(C)=O, CC(=O)c1ccc2c(c1)CCN2, O=S(=O)(Cl)c1ccccc1, c1ccncc1. Yields the product CC(=O)c1ccc2c(c1)CCN2S(=O)(=O)c1ccccc1. As a reaction SMILES: [CH2:35]1[O:36][CH2:37][CH2:38][CH2:39]1.[CH3:29][CH2:30][O:31][C:32](=[O:33])[CH3:34].[NH:1]1[CH2:2][CH2:3][c:4]2[cH:5][c:6]([C:10]([CH3:11])=[O:12])[cH:7][cH:8][c:9]21.[c:19]1([S:25](=[O:26])(=[O:27])[Cl:28])[cH:20][cH:21][cH:22][cH:23][cH:24]1.[cH:13]1[cH:14][cH:15][n:16][cH:17][cH:18]1>>[N:1]1([S:25]([c:19]2[cH:20][cH:21][cH:22][cH:23][cH:24]2)(=[O:26])=[O:27])[CH2:2][CH2:3][c:4]2[cH:5][c:6]([C:10]([CH3:11])=[O:12])[cH:7][cH:8][c:9]21.